Dataset: the Open Reaction Database (ORD), a public repository of structured organic reaction records. Task: describe an organic reaction: reactants, conditions, products, and yield Starting materials: COC=1C=CC2=C(CCN(C(N2)=O)C2CCNCC2)C1 (7-methoxy-3-piperidin-4-yl-1,3,4,5-tetrahydro-1,3-benzodiazepin-2-one), CCN(C(C)C)C(C)C (DIPEA), ClC1=CC(=NC=C1C#N)Cl (4,6-dichloro-nicotinonitrile). Reagents/catalysts: CN(C)C=1C=CN=CC1 (DMAP). The solvent is C(C)O (ethanol). Reaction conditions: time 4 hour. Yields the product ClC1=CC(=NC=C1C#N)N1CCC(CC1)N1C(NC2=C(CC1)C=C(C=C2)OC)=O (4′-chloro-4-(7-methoxy-2-oxo-1,2,4,5-tetrahydro-benzo[d][1,3]diazepin-3-yl)-3,4,5,6-tetrahydro-2H-[1,2′]bipyridinyl-5′-carbonitrile). Reaction SMILES: [CH3:1][O:2][C:3]1[CH:4]=[CH:5][C:6]2[NH:12][C:11](=[O:13])[N:10]([CH:14]3[CH2:19][CH2:18][NH:17][CH2:16][CH2:15]3)[CH2:9][CH2:8][C:7]=2[CH:20]=1.CCN(C(C)C)C(C)C.[Cl:30][C:31]1[C:36]([C:37]#[N:38])=[CH:35][N:34]=[C:33](Cl)[CH:32]=1>C(O)C.CN(C1C=CN=CC=1)C>[Cl:30][C:31]1[C:36]([C:37]#[N:38])=[CH:35][N:34]=[C:33]([N:17]2[CH2:18][CH2:19][CH:14]([N:10]3[CH2:9][CH2:8][C:7]4[CH:20]=[C:3]([O:2][CH3:1])[CH:4]=[CH:5][C:6]=4[NH:12][C:11]3=[O:13])[CH2:15][CH2:16]2)[CH:32]=1. Procedure details: 3.00 g (10.9 mmol) 7-methoxy-3-piperidin-4-yl-1,3,4,5-tetrahydro-1,3-benzodiazepin-2-one and 7.59 mL (43.6 mmol) DIPEA were placed in 90 mL ethanol. 1.89 g (10.9 mmol) 4,6-dichloro-nicotinonitrile and 3 spatula tips of DMAP were added and the reaction mixture was stirred for 4 h at RT. The precipitated solid was suction filtered and dried.